From a dataset of the Open Reaction Database (ORD), a public repository of structured organic reaction records. describe an organic reaction: reactants, conditions, products, and yield The reactants are Clc1nc2ccccc2[nH]1, Nc1ccc(F)cc1. Yields the product Cl, Fc1ccc(Nc2nc3ccccc3[nH]2)cc1. Reaction SMILES: [Cl:1][c:2]1[nH:3][c:4]2[c:5]([n:6]1)[cH:7][cH:8][cH:9][cH:10]2.[NH2:11][c:12]1[cH:13][cH:14][c:15]([F:16])[cH:17][cH:18]1>>[ClH:1].[c:2]1([NH:11][c:12]2[cH:13][cH:14][c:15]([F:16])[cH:17][cH:18]2)[nH:3][c:4]2[c:5]([n:6]1)[cH:7][cH:8][cH:9][cH:10]2. The solvent is C(C)(C)O (isopropanol). The product is O[C@@H]1CN(C[C@H]1NCCO)S(=O)(=O)C1=CC=C(C=C1)C (trans-3-Hydroxy-4-(2-hydroxy-ethylamino)-1-(toluene4-sulphonyl)-pyrrolidine). Procedure: 643.7 g (2.65 mol) of 3-(toluene-4-sulphonyl)-6-oxa-3-aza-bicyclo[3.1.0]hexane are refluxed for 16 hours with 318.5 ml of ethanolamine in 4 l of isopropanol. After TLC checking, a further 35.1 ml (altogether 5.86 mol) of ethanolamine are added to the mixture and it is boiled again until the next morning. The mixture is filtered off with suction whilst hot and the filtrate is concentrated to 3.5 ltr in a rotary evaporator. After seeding and stirring at room temperature, 3.5 l of diisopropyl ether... Starting materials: C1(=CC=C(C=C1)S(=O)(=O)N1CC2OC2C1)C (3-(toluene-4-sulphonyl)-6-oxa-3-aza-bicyclo[3.1.0]hexane), C(O)CN (ethanolamine), C(O)CN (ethanolamine). As a reaction SMILES: [C:1]1([CH3:16])[CH:6]=[CH:5][C:4]([S:7]([N:10]2[CH2:15][CH:14]3[CH:12]([O:13]3)[CH2:11]2)(=[O:9])=[O:8])=[CH:3][CH:2]=1.[CH2:17]([CH2:19][NH2:20])[OH:18]>C(O)(C)C>[OH:13][C@H:14]1[C@H:12]([NH:20][CH2:19][CH2:17][OH:18])[CH2:11][N:10]([S:7]([C:4]2[CH:3]=[CH:2][C:1]([CH3:16])=[CH:6][CH:5]=2)(=[O:8])=[O:9])[CH2:15]1.